Task: describe an organic reaction: reactants, conditions, products, and yield. Dataset: the Open Reaction Database (ORD), a public repository of structured organic reaction records Reactants: ClCCCOC=1C(=CC2=C(C3=C(C(O2)=O)CCC3)C1)OC (8-(3-chloropropoxy)-2,3-dihydro-7-methoxy-cyclopenta[c][1]benzopyran-4(1H)-one), CC(=O)C (acetone), C(\C=C\C(=O)[O-])(=O)[O-] (Fumarate), FC1=CC=C(C=C1)C(C1CCNCC1)(O)C1=CC=C(C=C1)F (4-[bis(4-fluorophenyl)hydroxy-methyl]piperidine). The solvent is CC(C)(C)OC (TBME), O (water). Yields the product FC1=CC=C(C=C1)C(C1CCN(CC1)CCCOC=1C(=CC2=C(C3=C(C(O2)=O)CCC3)C1)OC)(O)C1=CC=C(C=C1)F (8-{3-[4-(bis(4-fluorophenyl)hydroxymethyl)-1-piperidinyl]propoxy}-2,3-dihydro-7-methoxy-cyclopenta[c][1]benzopyran-4(1H)-one). Yield: 67.0%. Reaction SMILES: Cl[CH2:2][CH2:3][CH2:4][O:5][C:6]1[C:7]([O:20][CH3:21])=[CH:8][C:9]2[O:14][C:13](=[O:15])[C:12]3[CH2:16][CH2:17][CH2:18][C:11]=3[C:10]=2[CH:19]=1.[F:22][C:23]1[CH:28]=[CH:27][C:26]([C:29]([C:37]2[CH:42]=[CH:41][C:40]([F:43])=[CH:39][CH:38]=2)([OH:36])[CH:30]2[CH2:35][CH2:34][NH:33][CH2:32][CH2:31]2)=[CH:25][CH:24]=1.CC(C)=O.C([O-])(=O)/C=C/C([O-])=O>O.CC(OC)(C)C>[F:22][C:23]1[CH:28]=[CH:27][C:26]([C:29]([C:37]2[CH:38]=[CH:39][C:40]([F:43])=[CH:41][CH:42]=2)([OH:36])[CH:30]2[CH2:31][CH2:32][N:33]([CH2:2][CH2:3][CH2:4][O:5][C:6]3[C:7]([O:20][CH3:21])=[CH:8][C:9]4[O:14][C:13](=[O:15])[C:12]5[CH2:16][CH2:17][CH2:18][C:11]=5[C:10]=4[CH:19]=3)[CH2:34][CH2:35]2)=[CH:25][CH:24]=1. Procedure: Method B (38 h at 60° C.); starting materials: 8-(3-chloropropoxy)-2,3-dihydro-7-methoxy-cyclopenta[c][1]benzopyran-4(1H)-one (example 83) and 4-[bis(4-fluorophenyl)hydroxy-methyl]piperidine; yield 67%; fusion point 91° C. (decomposes; from acetone and TBME). Fumarate (×0.5 C4H4O4): method E; yield 70%; fusion point 191° C. (decomposes; from water). Starting materials: BrC=1C(=C(C=CC1)N1CC2=C(C1=O)SC(=C2)C(C)(C)C)CO (5-(3-Bromo-2-(hydroxymethyl)phenyl)-2-tert-butyl-4H-thieno[3,2-c]pyrrol-6(5H)-one), N1=CC=CC=C1 (pyridine), C(C)(=O)Cl (acetyl chloride). Run in C(Cl)Cl (methylene chloride). Reaction conditions: temperature 0 celsius, time 1 hour. Product: C(C)(=O)OCC1=C(C=CC=C1N1CC2=C(C1=O)SC(=C2)C(C)(C)C)Br (2-Bromo-6-(2-tert-butyl-6-oxo-4H-thieno[3,2-c]pyrrol-5 (6H)-yl)benzyl Acetate). The yield is 86.0%. As a reaction SMILES: [Br:1][C:2]1[C:3]([CH2:21][OH:22])=[C:4]([N:8]2[C:12](=[O:13])[C:11]3[S:14][C:15]([C:17]([CH3:20])([CH3:19])[CH3:18])=[CH:16][C:10]=3[CH2:9]2)[CH:5]=[CH:6][CH:7]=1.N1C=CC=CC=1.[C:29](Cl)(=[O:31])[CH3:30]>C(Cl)Cl>[C:29]([O:22][CH2:21][C:3]1[C:4]([N:8]2[C:12](=[O:13])[C:11]3[S:14][C:15]([C:17]([CH3:19])([CH3:18])[CH3:20])=[CH:16][C:10]=3[CH2:9]2)=[CH:5][CH:6]=[CH:7][C:2]=1[Br:1])(=[O:31])[CH3:30]. Procedure: A 100-mL single-neck round-bottomed flask equipped with a magnetic stirrer was purged with nitrogen and charged with 114g (240 mg, 0.633 mmol), pyridine (150 mg, 1.90 mmol) and methylene chloride (10 mL). The solution was cooled to 0° C., and acetyl chloride (75 mg, 0.950 mmol) was added. The cooling bath was then removed, and the reaction mixture was stirred at room temperature for 1 h. After this time, the reaction mixture was partitioned between water (5 mL) and methylene chloride (5 mL), and...